This data is from the Open Reaction Database (ORD), a public repository of structured organic reaction records. The task is: describe an organic reaction: reactants, conditions, products, and yield Starting materials: CS(C)=O, COc1cc2ncnc(Nc3cccc(Cl)c3F)c2cc1CNC1(C(=O)O)CC1. Product: COc1cc2ncnc(Nc3cccc(Cl)c3F)c2cc1CN(C)C1(C(=O)O)CC1. As a reaction SMILES: [CH3:30][S:31]([CH3:32])=[O:33].[Cl:1][c:2]1[c:3]([F:29])[c:4]([NH:8][c:9]2[n:10][cH:11][n:12][c:13]3[cH:14][c:15]([O:27][CH3:28])[c:16]([CH2:19][NH:20][C:21]4([C:24](=[O:25])[OH:26])[CH2:22][CH2:23]4)[cH:17][c:18]23)[cH:5][cH:6][cH:7]1>>[Cl:1][c:2]1[c:3]([F:29])[c:4]([NH:8][c:9]2[n:10][cH:11][n:12][c:13]3[cH:14][c:15]([O:27][CH3:28])[c:16]([CH2:19][N:20]([C:21]4([C:24](=[O:25])[OH:26])[CH2:22][CH2:23]4)[CH3:30])[cH:17][c:18]23)[cH:5][cH:6][cH:7]1. The reactants are C[S-], CCOC(C)=O, Clc1nc(N2CCOCC2)c2sc(CN3CCOCC3)cc2n1, [Na+], CN(C)C=O. Yields the product CSc1nc(N2CCOCC2)c2sc(CN3CCOCC3)cc2n1. Reaction SMILES: [CH3:24][S-:25].[CH3:32][CH2:33][O:34][C:35]([CH3:36])=[O:37].[Cl:1][c:2]1[n:3][c:4]([N:18]2[CH2:19][CH2:20][O:21][CH2:22][CH2:23]2)[c:5]2[c:6]([n:7]1)[cH:8][c:9]([CH2:11][N:12]1[CH2:13][CH2:14][O:15][CH2:16][CH2:17]1)[s:10]2.[Na+:26].[O:27]=[CH:28][N:29]([CH3:30])[CH3:31]>>[c:2]1([S:25][CH3:24])[n:3][c:4]([N:18]2[CH2:19][CH2:20][O:21][CH2:22][CH2:23]2)[c:5]2[c:6]([n:7]1)[cH:8][c:9]([CH2:11][N:12]1[CH2:13][CH2:14][O:15][CH2:16][CH2:17]1)[s:10]2. Reactants: C12C(C3CC(CC(C1)C3)C2)=O (2-adamantanone), [Li] (lithium), [OH-].[Na+] (sodium hydroxide), aqueous solution, C(C)Br (ethyl bromide), metal, [Li] (lithium), C(C(=C)C)(=O)Cl (methacrylic acid chloride). The solvent is O1CCCC1 (tetrahydrofuran), CO (methanol). Product: C(C(=C)C)(=O)OC1(C2CC3CC(CC1C3)C2)CC (2-ethyl-2-adamantyl methacrylate). The yield is 29.0%. Reaction SMILES: [CH:1]12[CH2:10][CH:5]3[CH2:6][CH:7]([CH2:9][CH:3]([CH2:4]3)[C:2]1=[O:11])[CH2:8]2.[CH2:12](Br)[CH3:13].[Li].[C:16](Cl)(=[O:20])[C:17]([CH3:19])=[CH2:18].[OH-].[Na+]>O1CCCC1.CO>[C:16]([O:11][C:2]1([CH2:12][CH3:13])[CH:3]2[CH2:9][CH:7]3[CH2:6][CH:5]([CH2:10][CH:1]1[CH2:8]3)[CH2:4]2)(=[O:20])[C:17]([CH3:19])=[CH2:18] |f:4.5,^1:14|. Procedure details: 15 g (0.1 mol) of 2-adamantanone obtained in Example 3 was dissolved in 50 ml of tetrahydrofuran, and 12 g (0.11 mol) of ethyl bromide was added to the resulting solution. 0.1 g of metal lithium was added to the solution each time until the total amount became 1.3 g (0.19 mol) in such a manner that the temperature of the solution should not exceed 30° C. while they were violently stirred. After the proceeding of a reaction was checked by gas chromatography and it was confirmed visually that the ... Reaction conditions: time 5 minute. Reaction SMILES: C(OC([N:8]1[C:16]2[C:11](=[C:12]([C:17]([NH:19][C:20]3[CH:51]=[CH:50][C:23]([C:24]([N:26]([CH3:49])[C:27]4[CH:32]=[CH:31][C:30]([CH3:33])=[CH:29][C:28]=4[O:34][CH2:35][CH2:36][CH2:37][CH2:38][CH2:39][C:40]([N:42]4[CH2:47][CH2:46][N:45]([CH3:48])[CH2:44][CH2:43]4)=[O:41])=[O:25])=[CH:22][C:21]=3[O:52][CH3:53])=[O:18])[CH:13]=[CH:14][CH:15]=2)[CH:10]=[C:9]1[C:54]([O:56][CH2:57][CH3:58])=[O:55])=O)(C)(C)C>FC(F)(F)C(O)=O>[CH2:57]([O:56][C:54]([C:9]1[NH:8][C:16]2[C:11]([CH:10]=1)=[C:12]([C:17]([NH:19][C:20]1[CH:51]=[CH:50][C:23]([C:24]([N:26]([CH3:49])[C:27]3[CH:32]=[CH:31][C:30]([CH3:33])=[CH:29][C:28]=3[O:34][CH2:35][CH2:36][CH2:37][CH2:38][CH2:39][C:40]([N:42]3[CH2:47][CH2:46][N:45]([CH3:48])[CH2:44][CH2:43]3)=[O:41])=[O:25])=[CH:22][C:21]=1[O:52][CH3:53])=[O:18])[CH:13]=[CH:14][CH:15]=2)=[O:55])[CH3:58]. Reactants: C(C)(C)(C)OC(=O)N1C(=CC2=C(C=CC=C12)C(=O)NC1=C(C=C(C(=O)N(C2=C(C=C(C=C2)C)OCCCCCC(=O)N2CCN(CC2)C)C)C=C1)OC)C(=O)OCC (4-[(1-tert-butoxycarbonyl-2-ethoxycarbonylindol-4-yl)carbonyl]amino-3-methoxy-N-methyl-N-[4-methyl-2-[5-(4-methylpiperazin-1-yl)carbonylpent-1-yloxy]phenyl]benzamide). Procedure details: The mixture of 4-[(1-tert-butoxycarbonyl-2-ethoxycarbonylindol-4-yl)carbonyl]amino-3-methoxy-N-methyl-N-[4-methyl-2-[5-(4-methylpiperazin-1-yl)carbonylpent-1-yloxy]phenyl]benzamide (75 mg) in trifluoroacetic acid (2.0 ml) was stirred at ambient temperature for 5 minutes. Trifluoroacetic acid was removed in vacuo and the residue was diluted with aqueous saturated sodium bicarbonate solution. The solution was extracted with ethyl acetate and the organic layer was washed with brine. Drying, filteri... Run in FC(C(=O)O)(F)F (trifluoroacetic acid). The yield is 76.2%. Product: C(C)OC(=O)C=1NC2=CC=CC(=C2C1)C(=O)NC1=C(C=C(C(=O)N(C2=C(C=C(C=C2)C)OCCCCCC(=O)N2CCN(CC2)C)C)C=C1)OC (4-[(2-ethoxycarbonylindol-4-yl)-carbonyl]amino-3-methoxy-N-methyl-N-[4-methyl-2-[5-(4-methylpiperazin-1-yl)carbonylpent-1-yloxy]phenyl]benzamide). Reactants: CCOC(=O)CBr, CC(=O)c1ccc(OC2CCN(C(=O)OC(C)(C)C)CC2)cc1F, CC(C)[N-]C(C)C, [Li+], C1CCOC1. The product is CCOC(=O)CCC(=O)c1ccc(OC2CCN(C(=O)OC(C)(C)C)CC2)cc1F. As a reaction SMILES: [Br:33][CH2:34][C:35](=[O:36])[O:37][CH2:38][CH3:39].[C:1]([CH3:2])([CH3:3])([CH3:4])[O:5][C:6](=[O:7])[N:8]1[CH2:9][CH2:10][CH:11]([O:14][c:15]2[cH:16][c:17]([F:24])[c:18]([C:21]([CH3:22])=[O:23])[cH:19][cH:20]2)[CH2:12][CH2:13]1.[CH:25]([N-:26][CH:27]([CH3:28])[CH3:29])([CH3:30])[CH3:31].[Li+:32].[O:40]1[CH2:41][CH2:42][CH2:43][CH2:44]1>>[C:1]([CH3:2])([CH3:3])([CH3:4])[O:5][C:6](=[O:7])[N:8]1[CH2:9][CH2:10][CH:11]([O:14][c:15]2[cH:16][c:17]([F:24])[c:18]([C:21]([CH2:22][CH2:34][C:35](=[O:36])[O:37][CH2:38][CH3:39])=[O:23])[cH:19][cH:20]2)[CH2:12][CH2:13]1. The reactants are CC[Zn]CC, Cc1ccc(C(=O)O)cc1C=O. The product is CCc1ccc(C(=O)O)cc1C=O. Reaction SMILES: [CH2:13]([Zn:14][CH2:15][CH3:16])[CH3:17].[CH:1](=[O:2])[c:3]1[cH:4][c:5]([C:6](=[O:7])[OH:8])[cH:9][cH:10][c:11]1[CH3:12]>>[CH:1](=[O:2])[c:3]1[cH:4][c:5]([C:6](=[O:7])[OH:8])[cH:9][cH:10][c:11]1[CH2:12][CH3:13].